From a dataset of the Open Reaction Database (ORD), a public repository of structured organic reaction records. describe an organic reaction: reactants, conditions, products, and yield Reactants: C1(=CC=CC=C1)P(C1=CC=CC=2C(C3=CC=CC(=C3OC12)P(C1=CC=CC=C1)C1=CC=CC=C1)(C)C)C1=CC=CC=C1 (4,5-bis(diphenylphosphino)-9,9-dimethylxanthene), C(C)OC(=O)C1=NC(=CN=C1N)C (3-amino-6-methyl-pyrazine-2-carboxylic acid ethyl ester), BrC=1C=NC=NC1 (5-bromopyrimidine), C([O-])([O-])=O.[K+].[K+] (potassium carbonate). The reagents and catalysts are C(C)(=O)[O-].[Pd+2].C(C)(=O)[O-] (Palladium(II) acetate). Run in CCCCCCC.C(C)(=O)OCC (heptane ethyl acetate), C=1(C(=CC=CC1)C)C (xylene), O (water), O (water). Conditions: temperature 140 celsius, time 5 hour. The product is C(C)OC(=O)C1=NC(=CN=C1NC=1C=NC=NC1)C (6-Methyl-3-(pyrimidin-5-ylamino)-pyrazine-2-carboxylic acid ethyl ester). Reaction SMILES: [CH2:1]([O:3][C:4]([C:6]1[C:11]([NH2:12])=[N:10][CH:9]=[C:8]([CH3:13])[N:7]=1)=[O:5])[CH3:2].Br[C:15]1[CH:16]=[N:17][CH:18]=[N:19][CH:20]=1.C(=O)([O-])[O-].[K+].[K+].C1(P(C2C=CC=CC=2)C2C3OC4C(=CC=CC=4P(C4C=CC=CC=4)C4C=CC=CC=4)C(C)(C)C=3C=CC=2)C=CC=CC=1>C1(C)C(C)=CC=CC=1.O.C([O-])(=O)C.[Pd+2].C([O-])(=O)C.CCCCCCC.C(OCC)(=O)C>[CH2:1]([O:3][C:4]([C:6]1[C:11]([NH:12][C:15]2[CH:16]=[N:17][CH:18]=[N:19][CH:20]=2)=[N:10][CH:9]=[C:8]([CH3:13])[N:7]=1)=[O:5])[CH3:2] |f:2.3.4,8.9.10,11.12|. Procedure: A suspension of 3-amino-6-methyl-pyrazine-2-carboxylic acid ethyl ester (500 mg, 2.8 mmol), 5-bromopyrimidine (614 mg, 3.9 mmol), water (104 μl, 5.8 mmol) and potassium carbonate (686 mg, 5.0 mmol) in xylene (7 ml) was vented with argon. Palladium(II) acetate (25 mg, 0.11 mmol) and 4,5-bis(diphenylphosphino)-9,9-dimethylxanthene (Xantphos; 80 mg, 0.14 mmol) were consecutively added under inert gas atmosphere and the reaction mixture was heated to 140° C. and stirred for 5 h. After cooling-down t... Starting materials: COC1=CC=C(OC2=C3CCCC3=C(C=C2C)[N+](=O)[O-])C=C1 (4-(4-methoxyphenoxy)-5-methyl-7-nitroindane), C1(=CC=CC=C1)CC(=O)O (phenylacetic acid). The product is COC1=C(C=C(C=C1)OC1=C2CCCC2=C(C=C1C)[N+](=O)[O-])C(CC1=CC=CC=C1)=O (1-[2-methoxy-5-(5-methyl-7-nitroindan-4-yloxy)phenyl]-2-phenylethanone). As a reaction SMILES: [CH3:1][O:2][C:3]1[CH:22]=[CH:21][C:6]([O:7][C:8]2[C:16]([CH3:17])=[CH:15][C:14]([N+:18]([O-:20])=[O:19])=[C:13]3[C:9]=2[CH2:10][CH2:11][CH2:12]3)=[CH:5][CH:4]=1.[C:23]1([CH2:29][C:30](O)=[O:31])[CH:28]=[CH:27][CH:26]=[CH:25][CH:24]=1>>[CH3:1][O:2][C:3]1[CH:22]=[CH:21][C:6]([O:7][C:8]2[C:16]([CH3:17])=[CH:15][C:14]([N+:18]([O-:20])=[O:19])=[C:13]3[C:9]=2[CH2:10][CH2:11][CH2:12]3)=[CH:5][C:4]=1[C:30](=[O:31])[CH2:29][C:23]1[CH:28]=[CH:27][CH:26]=[CH:25][CH:24]=1. Procedure: The title compound was prepared in a similar manner to those described in Reference Example 56 using 4-(4-methoxyphenoxy)-5-methyl-7-nitroindane instead of ethyl N-[7-(4-methoxyphenoxy)-6-methylindan-4-yl]malonamate and using phenylacetic acid instead of 4-fluorophenylacetic acid. Reactants: oil, O=C\1CN(CC\C=C1)C(=O)OC(C)(C)C ((Z)-tert-butyl 3-oxo-2,3,6,7-tetrahydro-1H-azepine-1-carboxylate), C[Si](C)(C)N=[N+]=[N-] (trimethylsilylazide), C[Li] (methyl lithium), 900F, C(=O)(O)[O-].[Na+] (NaHCO3). The solvent is CCOCC (Et2O), C(C)#N (acetonitrile). Conditions: temperature 60 celsius, time 16 hour. The product is N(=[N+]=[N-])C1CC(CN(CC1)C(=O)OC(C)(C)C)(C)O (tert-Butyl 5-azido-3-hydroxy-3-methylazepane-1-carboxylate). Reaction SMILES: [O:1]=[C:2]1[CH2:3][N:4]([C:9]([O:11][C:12]([CH3:15])([CH3:14])[CH3:13])=[O:10])[CH2:5][CH2:6][CH:7]=[CH:8]1.C[Si]([N:20]=[N+:21]=[N-:22])(C)C.C[Li].[C:25]([O-])(O)=O.[Na+]>C(#N)C.CCOCC>[N:20]([CH:7]1[CH2:6][CH2:5][N:4]([C:9]([O:11][C:12]([CH3:15])([CH3:14])[CH3:13])=[O:10])[CH2:3][C:2]([OH:1])([CH3:25])[CH2:8]1)=[N+:21]=[N-:22] |f:3.4|. Procedure: To a stirred solution of (Z)-tert-butyl 3-oxo-2,3,6,7-tetrahydro-1H-azepine-1-carboxylate (15 g, 71.1 mmol) in acetonitrile (25 mL) was added trimethylsilylazide (28.2 mL, 213 mmol) followed by Amberlite IRA 900F resin (loading: 2-3 mmol/g, 18 g) and the mixture was heated at 60° C. for 4 hr. After standing at room temperature for 16 hr, the resin was filtered off, washed with acetonitrile and the solvent removed under reduced pressure to give a yellow oil. To a solution of this oil (813 mg, 3.2...